Dataset: the Open Reaction Database (ORD), a public repository of structured organic reaction records. Task: describe an organic reaction: reactants, conditions, products, and yield The reactants are COC(CC1=C(NC2=CC=C(C=C12)Cl)C(=O)C=1N(C=CC1)C)=O (Methyl[5-chloro-2-(1-methylpyrrole-2-carbonyl)-1H-indol-3-yl]acetate), C([O-])([O-])=O.[K+].[K+] (potassium carbonate). Run in CO.O (methanol water). Product: ClC=1C=C2C(=C(NC2=CC1)C(=O)C=1N(C=CC1)C)CC(=O)O ([5-Chloro-2-(1-methylpyrrole-2-carbonyl)-1H-indol-3-yl]acetic Acid). The yield is 16.0%. As a reaction SMILES: C[O:2][C:3](=[O:23])[CH2:4][C:5]1[C:13]2[C:8](=[CH:9][CH:10]=[C:11]([Cl:14])[CH:12]=2)[NH:7][C:6]=1[C:15]([C:17]1[N:18]([CH3:22])[CH:19]=[CH:20][CH:21]=1)=[O:16].C(=O)([O-])[O-].[K+].[K+]>CO.O>[Cl:14][C:11]1[CH:12]=[C:13]2[C:8](=[CH:9][CH:10]=1)[NH:7][C:6]([C:15]([C:17]1[N:18]([CH3:22])[CH:19]=[CH:20][CH:21]=1)=[O:16])=[C:5]2[CH2:4][C:3]([OH:23])=[O:2] |f:1.2.3,4.5|. Procedure details: A mixture of methyl[5-chloro-2-(1-methylpyrrole-2-carbonyl)-1H-indol-3-yl]acetate (Example 251, 250 mg, 0.79 mmol) and potassium carbonate (900 mg, 6.4 mmol) in methanol-water (1:1, 40 ml) was heated at reflux temperature for 1 h. After cooling to room temperature, the mixture was concentrated. The residue was neutralized with 2N aqueous HCl and extracted with ethyl acetate (50 ml×2) The combined extracts were dried (MgSO4) and concentrated. The residual solids were recrystallized from ethyl ace...